This data is from the Open Reaction Database (ORD), a public repository of structured organic reaction records. The task is: describe an organic reaction: reactants, conditions, products, and yield Isolated yield 75.8%. Procedure: To 1-(2-methoxyphenyl)cyclobutanecarboxamide (Example 268a, 4.19 g) at 0° C. in dichloromethane (20 mL) was added boron tribromide (40.8 mL, 1 M in dichloromethane) and the reaction warmed to room temperature over 3 h. It was poured into ice, extracted with dichloromethane (×3) and the combined organics were dried (MgSO4) and the solvent was removed in vacuo to give crude 1-(2-hydroxyphenyl)cyclobutanecarboxamide (2.96 g). This was dissolved in DMF (20 mL) and potassium carbonate (2.14 g) and be... The product is OC1=C(C=CC=C1)C1(CCC1)C(=O)N (1-(2-hydroxyphenyl)cyclobutanecarboxamide). Starting materials: COC1=C(C=CC=C1)C1(CCC1)C(=O)N (1-(2-methoxyphenyl)cyclobutanecarboxamide), B(Br)(Br)Br (boron tribromide). The solvent is ClCCl (dichloromethane). RXN SMILES: C[O:2][C:3]1[CH:8]=[CH:7][CH:6]=[CH:5][C:4]=1[C:9]1([C:13]([NH2:15])=[O:14])[CH2:12][CH2:11][CH2:10]1.B(Br)(Br)Br>ClCCl>[OH:2][C:3]1[CH:8]=[CH:7][CH:6]=[CH:5][C:4]=1[C:9]1([C:13]([NH2:15])=[O:14])[CH2:10][CH2:11][CH2:12]1. Starting materials: CC1Cc2cccc(Br)c2C1=O, CC(=O)[O-], CC(=O)[O-], COCCOC, OB(O)c1cc(C(F)(F)F)cc(C(F)(F)F)c1, [Na+], [Na+], O=C([O-])[O-], O, [Pd+2]. Yields the product CC1Cc2cccc(-c3cc(C(F)(F)F)cc(C(F)(F)F)c3)c2C1=O. RXN SMILES: [Br:1][c:2]1[cH:3][cH:4][cH:5][c:6]2[c:10]1[C:9](=[O:11])[CH:8]([CH3:12])[CH2:7]2.[C:43]([O-:44])(=[O:45])[CH3:46].[C:48]([O-:49])(=[O:50])[CH3:51].[CH2:37]([CH2:38][O:39][CH3:40])[O:41][CH3:42].[F:13][C:14]([c:15]1[cH:16][c:17]([B:25]([OH:26])[OH:27])[cH:18][c:19]([C:21]([F:22])([F:23])[F:24])[cH:20]1)([F:28])[F:29].[Na+:30].[Na+:31].[O-:32][C:33](=[O:34])[O-:35].[OH2:36].[Pd+2:47]>>[c:2]1(-[c:17]2[cH:16][c:15]([C:14]([F:13])([F:28])[F:29])[cH:20][c:19]([C:21]([F:22])([F:23])[F:24])[cH:18]2)[cH:3][cH:4][cH:5][c:6]2[c:10]1[C:9](=[O:11])[CH:8]([CH3:12])[CH2:7]2.